This data is from the Open Reaction Database (ORD), a public repository of structured organic reaction records. The task is: describe an organic reaction: reactants, conditions, products, and yield Starting materials: C(C)OC(C1=CC(=C(C=C1)Cl)Br)=O (3-bromo-4-chlorobenzoic acid ethyl ester), CC(CC[Mg]Cl)(C)C (3,3-dimethyl-1-butylmagnesium chloride). Reagents/catalysts: C1=CC=C(C=C1)P([C-]2C=CC=C2)C3=CC=CC=C3.C1=CC=C(C=C1)P([C-]2C=CC=C2)C3=CC=CC=C3.Cl[Pd]Cl.[Fe+2] (Pd(dppf)2Cl2), [Cl-].[Cl-].[Zn+2] (ZnCl2). The solvent is O1CCOCC1 (1,4-dioxane), C(C)OCC (diethyl ether). Reaction conditions: time 30 minute. Product: C(C)OC(C1=CC(=C(C=C1)Cl)CCC(C)(C)C)=O (4-Chloro-3-(3,3-dimethylbutyl)benzoic acid ethyl ester). Reaction SMILES: [CH3:1][C:2]([CH3:8])([CH3:7])[CH2:3][CH2:4][Mg]Cl.[CH2:9]([O:11][C:12](=[O:21])[C:13]1[CH:18]=[CH:17][C:16]([Cl:19])=[C:15](Br)[CH:14]=1)[CH3:10]>O1CCOCC1.C(OCC)C.[Cl-].[Cl-].[Zn+2].C1C=CC(P(C2C=CC=CC=2)[C-]2C=CC=C2)=CC=1.C1C=CC(P(C2C=CC=CC=2)[C-]2C=CC=C2)=CC=1.Cl[Pd]Cl.[Fe+2]>[CH2:9]([O:11][C:12](=[O:21])[C:13]1[CH:18]=[CH:17][C:16]([Cl:19])=[C:15]([CH2:4][CH2:3][C:2]([CH3:8])([CH3:7])[CH3:1])[CH:14]=1)[CH3:10] |f:4.5.6,7.8.9.10|. Procedure: 3,3-dimethyl-1-butylmagnesium chloride (8.00 mmol, 0.5 M THF, Platte Valley Scientific) was added dropwise to a solution of ZnCl2 (4.00 mmol, IM diethyl ether, Aldrich) in 1,4-dioxane (15 mL) at ambient temperature. The mixture was stirred 30 minutes followed by addition of 3-bromo-4-chlorobenzoic acid ethyl ester (1.05 g, 3.99 mmol) and Pd(dppf)2Cl2 (131 mg, 0.160 mmol). The mixture was heated to reflux for 30 minutes, cooled to ambient temperature, diluted with diethyl ether and quenched with ... Starting materials: CCOC(=O)C(C)(C)Oc1ccc(OCc2ccc(-c3ccc(C(F)(F)F)cc3)nn2)cc1C, C1CCOC1, CCO, [Na+], [OH-]. Yields the product Cc1cc(OCc2ccc(-c3ccc(C(F)(F)F)cc3)nn2)ccc1OC(C)(C)C(=O)O. RXN SMILES: [CH2:1]([CH3:2])[O:3][C:4]([C:5]([CH3:6])([O:7][c:8]1[c:9]([CH3:32])[cH:10][c:11]([O:14][CH2:15][c:16]2[n:17][n:18][c:19](-[c:22]3[cH:23][cH:24][c:25]([C:28]([F:29])([F:30])[F:31])[cH:26][cH:27]3)[cH:20][cH:21]2)[cH:12][cH:13]1)[CH3:33])=[O:34].[CH2:37]1[O:38][CH2:39][CH2:40][CH2:41]1.[CH3:42][CH2:43][OH:44].[Na+:36].[OH-:35]>>[O:3]=[C:4]([C:5]([CH3:6])([O:7][c:8]1[c:9]([CH3:32])[cH:10][c:11]([O:14][CH2:15][c:16]2[n:17][n:18][c:19](-[c:22]3[cH:23][cH:24][c:25]([C:28]([F:29])([F:30])[F:31])[cH:26][cH:27]3)[cH:20][cH:21]2)[cH:12][cH:13]1)[CH3:33])[OH:34].